This data is from the Open Reaction Database (ORD), a public repository of structured organic reaction records. The task is: describe an organic reaction: reactants, conditions, products, and yield Starting materials: [H][H], [OH-], [OH-], [N-]=[N+]=NCC(O)CC1CNCCO1, [Pd+2]. Yields the product NCC(O)CC1CNCCO1. As a reaction SMILES: [H:14][H:15].[OH-:16].[OH-:18].[OH:1][CH:2]([CH2:3][N:4]=[N+:5]=[N-:6])[CH2:7][CH:8]1[O:9][CH2:10][CH2:11][NH:12][CH2:13]1.[Pd+2:17]>>[OH:1][CH:2]([CH2:3][NH2:4])[CH2:7][CH:8]1[O:9][CH2:10][CH2:11][NH:12][CH2:13]1.